Dataset: the Open Reaction Database (ORD), a public repository of structured organic reaction records. Task: describe an organic reaction: reactants, conditions, products, and yield Starting materials: CCC1(C2NC(=O)CC(c3cccc(Cl)c3)C23C(=O)N(C(=O)OC(C)(C)C)c2cc(Br)ccc23)CC1, Cc1ccccc1, OB(O)C1CC1, [K+], [K+], [K+], O, O=P([O-])([O-])[O-], c1ccc(P(c2ccccc2)(c2ccccc2)[Pd](P(c2ccccc2)(c2ccccc2)c2ccccc2)(P(c2ccccc2)(c2ccccc2)c2ccccc2)P(c2ccccc2)(c2ccccc2)c2ccccc2)cc1. The product is CCC1(C2NC(=O)CC(c3cccc(Cl)c3)C23C(=O)N(C(=O)OC(C)(C)C)c2cc(C4CC4)ccc23)CC1. As a reaction SMILES: [C:1]([CH3:2])([CH3:3])([CH3:4])[O:5][C:6](=[O:7])[N:8]1[C:9](=[O:36])[C:10]2([c:11]3[cH:12][cH:13][c:14]([Br:17])[cH:15][c:16]31)[CH:18]([C:31]1([CH2:34][CH3:35])[CH2:32][CH2:33]1)[NH:19][C:20](=[O:30])[CH2:21][CH:22]2[c:23]1[cH:24][c:25]([Cl:29])[cH:26][cH:27][cH:28]1.[CH3:52][c:53]1[cH:54][cH:55][cH:56][cH:57][cH:58]1.[CH:37]1([B:40]([OH:41])[OH:42])[CH2:38][CH2:39]1.[K+:48].[K+:49].[K+:50].[OH2:51].[P:43]([O-:44])([O-:45])([O-:46])=[O:47].[cH:59]1[cH:60][cH:61][c:62]([P:63]([Pd:64]([P:65]([c:66]2[cH:67][cH:68][cH:69][cH:70][cH:71]2)([c:72]2[cH:73][cH:74][cH:75][cH:76][cH:77]2)[c:78]2[cH:79][cH:80][cH:81][cH:82][cH:83]2)([P:84]([c:85]2[cH:86][cH:87][cH:88][cH:89][cH:90]2)([c:91]2[cH:92][cH:93][cH:94][cH:95][cH:96]2)[c:97]2[cH:98][cH:99][cH:100][cH:101][cH:102]2)[P:103]([c:104]2[cH:105][cH:106][cH:107][cH:108][cH:109]2)([c:110]2[cH:111][cH:112][cH:113][cH:114][cH:115]2)[c:116]2[cH:117][cH:118][cH:119][cH:120][cH:121]2)([c:122]2[cH:123][cH:124][cH:125][cH:126][cH:127]2)[c:128]2[cH:129][cH:130][cH:131][cH:132][cH:133]2)[cH:134][cH:135]1>>[C:1]([CH3:2])([CH3:3])([CH3:4])[O:5][C:6](=[O:7])[N:8]1[C:9](=[O:36])[C:10]2([c:11]3[cH:12][cH:13][c:14]([CH:37]4[CH2:38][CH2:39]4)[cH:15][c:16]31)[CH:18]([C:31]1([CH2:34][CH3:35])[CH2:32][CH2:33]1)[NH:19][C:20](=[O:30])[CH2:21][CH:22]2[c:23]1[cH:24][c:25]([Cl:29])[cH:26][cH:27][cH:28]1. The reactants are C1(CC1)C=1N=C(SC1)/C=C/C=1C=C(C=CC1)N ((E)-3-[2-[4-(cyclopropyl)-2-thiazolyl]ethenyl]benzeneamine), C1(CCC(=O)O1)=O (succinic anhydride), C(C)(=O)[O-].[Na+] (sodium acetate). The solvent is COCCOC (1,2-dimethoxyethane). The product is C1(CC1)C=1N=C(SC1)/C=C/C=1C=C(C=CC1)NC(CCC(=O)O)=O ((E)-4-[[3-[2-(4-cyclopropyl-2-thiazolyl)-ethenyl]phenyl]amino]-4-oxobutanoic acid). The yield is 40.9%. RXN SMILES: [CH:1]1([C:4]2[N:5]=[C:6](/[CH:9]=[CH:10]/[C:11]3[CH:12]=[C:13]([NH2:17])[CH:14]=[CH:15][CH:16]=3)[S:7][CH:8]=2)[CH2:3][CH2:2]1.[C:18]1(=[O:24])[O:23][C:21](=[O:22])[CH2:20][CH2:19]1.C([O-])(=O)C.[Na+]>COCCOC>[CH:1]1([C:4]2[N:5]=[C:6](/[CH:9]=[CH:10]/[C:11]3[CH:12]=[C:13]([NH:17][C:18](=[O:24])[CH2:19][CH2:20][C:21]([OH:23])=[O:22])[CH:14]=[CH:15][CH:16]=3)[S:7][CH:8]=2)[CH2:3][CH2:2]1 |f:2.3|. Reported procedure: A mixture of 2.5 g (10 mmol) of (E)-3-[2-[4-(cyclopropyl)-2-thiazolyl]ethenyl]benzeneamine prepared as in example 1 as above, 1.5 g (15 mol) of succinic anhydride, 1.64 g (20 mmol) of anhydrous sodium acetate and 200 ml of 1,2-dimethoxyethane was stirred and heated under reflux for 2 hr. The reaction mixture was cooled and concentrated in vacuo. The residue was heated on the steam bath with 200 ml of water for 0.5 hr. The solid was collected and recrystallized from ethanol to give 1.4 g of (E)-4...